Dataset: the Open Reaction Database (ORD), a public repository of structured organic reaction records. Task: describe an organic reaction: reactants, conditions, products, and yield As a reaction SMILES: [C:43]12([NH2:53])[CH2:44][CH:45]3[CH2:46][CH:47]([CH2:48][CH:49]([CH2:50]1)[CH2:51]3)[CH2:52]2.[CH2:1]([c:2]1[cH:3][cH:4][cH:5][cH:6][cH:7]1)[O:8][C:9](=[O:10])[N:11]([C:12]12[CH2:13][CH2:14][C:15]([C:20]([O:22][n:21]3[c:23]4[cH:24][cH:25][cH:26][cH:27][c:28]4[n:29][n:30]3)=[O:31])([CH2:16][CH2:17]1)[CH2:18][CH2:19]2)[CH2:32][C:33](=[O:34])[N:35]1[CH:36]([C:41]#[N:42])[CH2:37][CH:38]([F:40])[CH2:39]1>>[CH2:1]([c:2]1[cH:3][cH:4][cH:5][cH:6][cH:7]1)[O:8][C:9](=[O:10])[N:11]([C:12]12[CH2:13][CH2:14][C:15]([C:20](=[O:22])[NH:53][C:43]34[CH2:44][CH:45]5[CH2:46][CH:47]([CH2:48][CH:49]([CH2:50]3)[CH2:51]5)[CH2:52]4)([CH2:16][CH2:17]1)[CH2:18][CH2:19]2)[CH2:32][C:33](=[O:34])[N:35]1[CH:36]([C:41]#[N:42])[CH2:37][CH:38]([F:40])[CH2:39]1. Reactants: NC12CC3CC(CC(C3)C1)C2, N#CC1CC(F)CN1C(=O)CN(C(=O)OCc1ccccc1)C12CCC(C(=O)On3nnc4ccccc43)(CC1)CC2. Yields the product N#CC1CC(F)CN1C(=O)CN(C(=O)OCc1ccccc1)C12CCC(C(=O)NC34CC5CC(CC(C5)C3)C4)(CC1)CC2. Starting materials: [OH-].[Na+] (sodium hydroxide), C(C)C(C(=O)N)C(=O)C (2-Ethylacetoacetamide), CI (Methyl iodide). Solvent: CO (methanol). The product is C(C)C(C(=O)N)(C(=O)C)C (2-Ethyl-2-methylacetoacetamide). Isolated yield 86.6%. As a reaction SMILES: [CH2:1]([CH:3]([C:7]([CH3:9])=[O:8])[C:4]([NH2:6])=[O:5])[CH3:2].[OH-].[Na+].[CH3:12]I>CO>[CH2:1]([C:3]([CH3:12])([C:7]([CH3:9])=[O:8])[C:4]([NH2:6])=[O:5])[CH3:2] |f:1.2|. Procedure details: 2-Ethylacetoacetamide (21.0 g, 163 mmol) and 50 mL of methanol were charged to a 100 mL, 4-necked flask which was equipped with a thermometer, a nitrogen blanket line atop a condenser, an addition funnel, and a magnetic stirrer. The mixture was stirred until a homogeneous solution was obtained. To the solution was added 14.3 g of 50% aqueous sodium hydroxide solution (179 mmol, 1.1 eq), and the resulting mixture was stirred at ambient temperature for 30 minutes. Methyl iodide (25.4 g, 179 mmol, ... Starting materials: [Na] (sodium), N1=CC=C(C=C1)CC(C)=O (1-(4-pyridinyl)propanone), C(\C=C\C)#N (crotononitrile), C[O-].[Na+] (sodium methoxide). The solvent is CO (methanol), C(Cl)Cl (methylene dichloride), C(C)(=O)O (acetic acid), CO (methanol). Conditions: temperature 100 celsius, time 5 minute. The product is C(C)(=O)C(C(CC#N)C)C1=CC=NC=C1 (4-acetyl-3-methyl-4-(4-pyridinyl)butanenitrile). RXN SMILES: [N:1]1[CH:6]=[CH:5][C:4]([CH2:7][C:8](=[O:10])[CH3:9])=[CH:3][CH:2]=1.[C:11](#[N:15])/[CH:12]=[CH:13]/[CH3:14].C[O-].[Na+].[Na]>CO.C(Cl)Cl.C(O)(=O)C>[C:8]([CH:7]([C:4]1[CH:5]=[CH:6][N:1]=[CH:2][CH:3]=1)[CH:13]([CH3:14])[CH2:12][C:11]#[N:15])(=[O:10])[CH3:9] |f:2.3,^1:18|. Procedure: To a stirred mixture mixture containing 59.6 g of 1-(4-pyridinyl)propanone and 100 ml of crotononitrile was added a solution of sodium methoxide in methanol obtained by adding 1 pellet of sodium shot to 20 ml of methanol. The reaction mixture was heated on a steam bath with stirring. After about 5 minutes, there was an exothermic reaction which raised the reaction temperature to 100° C. The resulting mixture was allowed to cool to room temperature and stand overnight (about 16 hours). To the rea... Starting materials: CO (methanol), C(C)(C)(C)OC(=O)N1CCC(C(=O)O)CC1 (N-t-Butoxycarbonyl isonipecotic acid), B (borane), solution. Solvent: C1CCOC1 (THF), C1CCOC1 (THF). The product is C(C)(C)(C)OC(=O)N1CCC(CC1)CO (N-t-butoxycarbonyl-4-hydroxymethyl piperidine). RXN SMILES: [C:1]([O:5][C:6]([N:8]1[CH2:16][CH2:15][CH:11]([C:12](O)=[O:13])[CH2:10][CH2:9]1)=[O:7])([CH3:4])([CH3:3])[CH3:2].B.CO>C1COCC1>[C:1]([O:5][C:6]([N:8]1[CH2:16][CH2:15][CH:11]([CH2:12][OH:13])[CH2:10][CH2:9]1)=[O:7])([CH3:4])([CH3:3])[CH3:2]. Procedure: To a solution of N-t-butoxycarbonyl isonipecotic acid (15.0 g, 65.4 mmol) from example 3 step A, in anhydrous THF (50 ml), was added borane (65.4 ml of a 1M solution in THF, 65.4 mmol) at room temperature. After 72 hours methanol (50 ml) was added and the solvent evaporated in vacuo. The residue was dissolved in methanol (100 ml) and the solvent evaporated in vacuo. The eesidue was partitioned between EtOAc and NaHCO3, the organic layer separated and washed with brine, dried (MgSO4) and evaporat... Reactants: C1(CC1)CO[C@@H]1COC[C@H]1N=[N+]=[N-] (trans-3-cyclopropylmethoxy-4-azidotetrahydrofuran). The reagents and catalysts are [Pd] (Pd on carbon). Solvent: CCOC(=O)C (EtOAc). The product is C1(CC1)CO[C@@H]1COC[C@H]1N (trans-3-Cyclopropylmethoxy-4-aminotetrahydrofuran). As a reaction SMILES: [CH:1]1([CH2:4][O:5][C@H:6]2[C@H:10]([N:11]=[N+]=[N-])[CH2:9][O:8][CH2:7]2)[CH2:3][CH2:2]1>CCOC(C)=O.[Pd]>[CH:1]1([CH2:4][O:5][C@H:6]2[C@H:10]([NH2:11])[CH2:9][O:8][CH2:7]2)[CH2:2][CH2:3]1. Procedure: A solution of trans-3-cyclopropylmethoxy-4-azidotetrahydrofuran from step 3 above (1.2 g, mmol, 6.55 mmol) and 10% Pd on carbon (150 mg) in EtOAc (35 mL) was stirred under an atmosphere of hydrogen at ambient pressure and ambient temperature for 6 h. The catalyst was removed by filtration and the filtrate solvents were removed in vacuo to give the title compound as an oil (1.1 g, TLC Rf=0.3, 95:5:0.25 CH2Cl2:MeOH:NH4OH). The reactants are C(C1=CC=CC=C1)OC1=C(C=C(C=C1)[N+](=O)[O-])C=1C2=C(C(N(C1)C)=O)NC=C2 (4-(2-(benzyloxy)-5-nitrophenyl)-6-methyl-1H-pyrrolo[2,3-c]pyridin-7(6H)-one), CN1C(C2=C(C(=C1)C1=C(C=CC(=C1)[N+](=O)[O-])OC1=CC=CC=C1)C=CN2)=O (6-methyl-4-(5-nitro-2-phenoxyphenyl)-1,6-dihydro-7H-pyrrolo[2,3-c]pyridin-7-one). The product is NC=1C=CC(=C(C1)C=1C2=C(C(N(C1)C)=O)NC=C2)OCC2=CC=CC=C2 (4-(5-amino-2-(benzyloxy)phenyl)-6-methyl-1H-pyrrolo[2,3-c]pyridin-7(6H)-one). As a reaction SMILES: [CH2:1]([O:8][C:9]1[CH:14]=[CH:13][C:12]([N+:15]([O-])=O)=[CH:11][C:10]=1[C:18]1[C:19]2[CH:28]=[CH:27][NH:26][C:20]=2[C:21](=[O:25])[N:22]([CH3:24])[CH:23]=1)[C:2]1[CH:7]=[CH:6][CH:5]=[CH:4][CH:3]=1.CN1C=C(C2C=C([N+]([O-])=O)C=CC=2OC2C=CC=CC=2)C2C=CNC=2C1=O>>[NH2:15][C:12]1[CH:13]=[CH:14][C:9]([O:8][CH2:1][C:2]2[CH:3]=[CH:4][CH:5]=[CH:6][CH:7]=2)=[C:10]([C:18]2[C:19]3[CH:28]=[CH:27][NH:26][C:20]=3[C:21](=[O:25])[N:22]([CH3:24])[CH:23]=2)[CH:11]=1. Reported procedure: Example 63b was prepared according to the procedure used for the preparation of Example 3, substituting the product of Example 63a for the product of Example 2b, to provide the title compound. Starting materials: COC(C)(C)C, CC(C(=O)N1C(=O)OCC1Cc1ccccc1)C(O[Si](C)(C)C)c1cccc(Br)c1, C1CCOC1, [Cl-], [NH4+]. The product is CC(CO)C(O[Si](C)(C)C)c1cccc(Br)c1. RXN SMILES: [C:33]([O:34][CH3:35])([CH3:36])([CH3:37])[CH3:38].[CH2:1]([CH:2]1[CH2:3][O:4][C:5](=[O:6])[N:7]1[C:14]([CH:15]([CH:16]([O:17][Si:18]([CH3:19])([CH3:20])[CH3:21])[c:22]1[cH:23][c:24]([Br:28])[cH:25][cH:26][cH:27]1)[CH3:29])=[O:30])[c:8]1[cH:9][cH:10][cH:11][cH:12][cH:13]1.[CH2:39]1[O:40][CH2:41][CH2:42][CH2:43]1.[Cl-:31].[NH4+:32]>>[CH2:14]([CH:15]([CH:16]([O:17][Si:18]([CH3:19])([CH3:20])[CH3:21])[c:22]1[cH:23][c:24]([Br:28])[cH:25][cH:26][cH:27]1)[CH3:29])[OH:30]. The reactants are C(C)OC(C(C(OC(C(F)(F)F)=O)C1=CC(=CC=C1)OCC1=CC=CC=C1)(OC1=CC=C(C=C1)C(F)(F)F)C)=O (3-(3-benzyloxy-phenyl)-2-methyl-3-(2,2,2-trifluoro-acetoxy)-2-(4-trifluoromethyl-phenoxy)-propionic acid ethyl ester). Reagents/catalysts: [Pd] (Pd/C). Solvent: C(C)(=O)OCC (ethyl acetate). Run at time 48 hour. Yields the product C(C)OC(C(CC1=CC(=CC=C1)O)(OC1=CC=C(C=C1)C(F)(F)F)C)=O (3-(3-hydroxy-phenyl)-2-methyl-2-(4-trifluoromethyl-phenoxy)-propionic acid ethyl ester). The yield is 33.7%. As a reaction SMILES: [CH2:1]([O:3][C:4](=[O:40])[C:5]([CH3:39])([O:28][C:29]1[CH:34]=[CH:33][C:32]([C:35]([F:38])([F:37])[F:36])=[CH:31][CH:30]=1)[CH:6]([C:14]1[CH:19]=[CH:18][CH:17]=[C:16]([O:20]CC2C=CC=CC=2)[CH:15]=1)OC(=O)C(F)(F)F)[CH3:2]>C(OCC)(=O)C.[Pd]>[CH2:1]([O:3][C:4](=[O:40])[C:5]([CH3:39])([O:28][C:29]1[CH:30]=[CH:31][C:32]([C:35]([F:37])([F:38])[F:36])=[CH:33][CH:34]=1)[CH2:6][C:14]1[CH:19]=[CH:18][CH:17]=[C:16]([OH:20])[CH:15]=1)[CH3:2]. Procedure: The 3-(3-benzyloxy-phenyl)-2-methyl-3-(2,2,2-trifluoro-acetoxy)-2-(4-trifluoromethyl-phenoxy)-propionic acid ethyl ester (9.03 g, 15.8 mmol) was combined with 10% Pd/C (9.0 g) in ethyl acetate (200 mL). The mixture was purged with N2 then H2 and then stirred at room temperature under a H2 balloon for approximately 48 h. The reaction mixture was filtered through hyflo to remove the catalyst and the resultant filtrate dried (MgSO4). The solvent was removed in vacuo to give crude product that was p... Starting materials: ice, OS(=O)(=O)O (H2SO4), C(=O)C=C (acrolein), FC1=C(C=CC=C1)C(F)(F)F (1-fluoro-2-trifluoromethylbenzene), solution, C(CCC)[Li] (n-butyllithium). The solvent is C1CCOC1 (THF), CCCCCC (hexane). Run at temperature -70 celsius, time 30 minute. The product is C(=C)C(O)C1=C(C(=CC=C1)C(F)(F)F)F (α-Ethenyl-2-fluoro-3-(trifluoromethyl)benzenemethanol). As a reaction SMILES: [F:1][C:2]1[CH:7]=[CH:6][CH:5]=[CH:4][C:3]=1[C:8]([F:11])([F:10])[F:9].C([Li])CCC.[CH:17]([CH:19]=[CH2:20])=[O:18].OS(O)(=O)=O>C1COCC1.CCCCCC>[CH:19]([CH:17]([C:7]1[CH:6]=[CH:5][CH:4]=[C:3]([C:8]([F:9])([F:10])[F:11])[C:2]=1[F:1])[OH:18])=[CH2:20]. Procedure: A solution of 360 g (2.194 mol) of 1-fluoro-2-trifluoromethylbenzene in 3.4 l of anhydrous THF is cooled to -70° C. under a nitrogen atmosphere. 1.508 l (2.412 mol) of a 1.6M solution of n-butyllithium in hexane are added dropwise over 70 minutes while maintaining the temperature below -67° C. and then the mixture is stirred for 30 minutes at -70° C. 154 ml (2.305 mol) of acrolein are then added dropwise over 30 min while maintaining the temperature below -60° C. The mixture is then stirred for ...